This data is from the Open Reaction Database (ORD), a public repository of structured organic reaction records. The task is: describe an organic reaction: reactants, conditions, products, and yield Reactants: FC(C1=NN(C=2CCCCC12)C1=CC=C(C(=O)O)C=C1)(F)F (4-[3-(trifluoromethyl)-4,5,6,7-tetrahydro-1H-indazol-1-yl]benzoic acid), CNCCC1=CC=CC=C1 (N-methylphenethylamine). Procedure: The title compound was prepared from 4-[3-(trifluoromethyl)-4,5,6,7-tetrahydro-1H-indazol-1-yl]benzoic acid and N-methylphenethylamine using a similar procedure to that described for Example 2. Reaction SMILES: [F:1][C:2]([F:22])([F:21])[C:3]1[C:11]2[CH2:10][CH2:9][CH2:8][CH2:7][C:6]=2[N:5]([C:12]2[CH:20]=[CH:19][C:15]([C:16](O)=[O:17])=[CH:14][CH:13]=2)[N:4]=1.[CH3:23][NH:24][CH2:25][CH2:26][C:27]1[CH:32]=[CH:31][CH:30]=[CH:29][CH:28]=1>>[CH3:23][N:24]([CH2:25][CH2:26][C:27]1[CH:32]=[CH:31][CH:30]=[CH:29][CH:28]=1)[C:16](=[O:17])[C:15]1[CH:19]=[CH:20][C:12]([N:5]2[C:6]3[CH2:7][CH2:8][CH2:9][CH2:10][C:11]=3[C:3]([C:2]([F:22])([F:1])[F:21])=[N:4]2)=[CH:13][CH:14]=1. Yields the product CN(C(C1=CC=C(C=C1)N1N=C(C=2CCCCC12)C(F)(F)F)=O)CCC1=CC=CC=C1 (N-methyl-N-(2-phenylethyl)-4-[3-(trifluoromethyl)-4,5,6,7-tetrahydro-1H-indazol-1-yl]benzamide). Reactants: ClC1=CC=C(C=C1)C(=CCCBr)C1=CC=C(C=C1)Cl (4,4-bis(4-chlorophenyl)-3-butenyl bromide), C(CCC)N1C(OC2(C1=C)CCNCC2)=O (3-butyl-4-methylene-2-oxo-1-oxa-3,8-diazaspiro[4,5]decane), C([O-])([O-])=O.[K+].[K+] (potassium carbonate), [I-].[K+] (potassium iodide). Run in CC(=O)C (acetone). Reaction conditions: time 5 hour. The product is ClC1=CC=C(C=C1)C(=CCCN1CCC2(C(N(C(O2)=O)CCCC)=C)CC1)C1=CC=C(C=C1)Cl (8-[4,4-bis(4-chlorophenyl)-3-butenyl]-3-butyl-4-methylene-2-oxo-1-oxa-3,8-diazaspiro[4,5]decane). The yield is 79.0%. As a reaction SMILES: [Cl:1][C:2]1[CH:7]=[CH:6][C:5]([C:8]([C:13]2[CH:18]=[CH:17][C:16]([Cl:19])=[CH:15][CH:14]=2)=[CH:9][CH2:10][CH2:11]Br)=[CH:4][CH:3]=1.[CH2:20]([N:24]1[C:28](=[CH2:29])[C:27]2([CH2:34][CH2:33][NH:32][CH2:31][CH2:30]2)[O:26][C:25]1=[O:35])[CH2:21][CH2:22][CH3:23].C(=O)([O-])[O-].[K+].[K+].[I-].[K+]>CC(C)=O>[Cl:1][C:2]1[CH:7]=[CH:6][C:5]([C:8]([C:13]2[CH:18]=[CH:17][C:16]([Cl:19])=[CH:15][CH:14]=2)=[CH:9][CH2:10][CH2:11][N:32]2[CH2:33][CH2:34][C:27]3([O:26][C:25](=[O:35])[N:24]([CH2:20][CH2:21][CH2:22][CH3:23])[C:28]3=[CH2:29])[CH2:30][CH2:31]2)=[CH:4][CH:3]=1 |f:2.3.4,5.6|. Procedure: 10.7 g of 4,4-bis(4-chlorophenyl)-3-butenyl bromide are added to the solution of 4.5 g of 3-butyl-4-methylene-2-oxo-1-oxa-3,8-diazaspiro[4,5]decane in 45 ml of acetone containing 4.20 g of anhydrous potassium carbonate and 0.5 g of potassium iodide. The heterogeneous reaction mixture is refluxed under nitrogen while stirring for 5 hours. After evaporating the solvent under reduced pressure, water is added to the residue and extracted with benzene. The benzene phase is washed with water to halide... RXN SMILES: [C:26](=[O:27])([O-:28])[O-:29].[CH3:32][CH2:33][O:34][C:35]([CH3:36])=[O:37].[CH:16]([CH3:17])([CH3:18])[c:19]1[c:20]([SH:25])[cH:21][cH:22][cH:23][cH:24]1.[Cs+:30].[Cs+:31].[F:1][c:2]1[c:3]([C:12]([F:13])([F:14])[F:15])[cH:4][c:5]([C:8]([CH2:9][OH:10])=[O:11])[cH:6][cH:7]1.[O:38]=[CH:39][N:40]([CH3:41])[CH3:42]>>[c:2]1([S:25][c:20]2[c:19]([CH:16]([CH3:17])[CH3:18])[cH:24][cH:23][cH:22][cH:21]2)[c:3]([C:12]([F:13])([F:14])[F:15])[cH:4][c:5]([C:8]([CH2:9][OH:10])=[O:11])[cH:6][cH:7]1. Product: CC(C)c1ccccc1Sc1ccc(C(=O)CO)cc1C(F)(F)F. Reactants: O=C([O-])[O-], CCOC(C)=O, CC(C)c1ccccc1S, [Cs+], [Cs+], O=C(CO)c1ccc(F)c(C(F)(F)F)c1, CN(C)C=O. The reactants are CCOC(CBr)OCC, CS(C)=O, Cc1cc(O)ccc1Cl, [K+], [OH-]. Product: CCOC(COc1ccc(Cl)c(C)c1)OCC. As a reaction SMILES: [CH2:10]([CH3:11])[O:12][CH:13]([CH2:14][Br:15])[O:16][CH2:17][CH3:18].[CH3:21][S:22](=[O:23])[CH3:24].[Cl:1][c:2]1[c:3]([CH3:9])[cH:4][c:5]([OH:8])[cH:6][cH:7]1.[K+:20].[OH-:19]>>[Cl:1][c:2]1[c:3]([CH3:9])[cH:4][c:5]([O:8][CH2:14][CH:13]([O:12][CH2:10][CH3:11])[O:16][CH2:17][CH3:18])[cH:6][cH:7]1. Reactants: N#CC1CC(F)CN1C(=O)CNC12CCC(C(=O)O)(CC1)CC2, FC(F)(F)c1ccccc1CBr. Product: N#CC1CC(F)CN1C(=O)CNC12CCC(C(=O)OCc3ccccc3C(F)(F)F)(CC1)CC2. As a reaction SMILES: [C:1](=[O:2])([OH:3])[C:4]12[CH2:5][CH2:6][C:7]([NH:12][CH2:13][C:14](=[O:15])[N:16]3[CH:17]([C:22]#[N:23])[CH2:18][CH:19]([F:21])[CH2:20]3)([CH2:8][CH2:9]1)[CH2:10][CH2:11]2.[F:24][C:25]([c:26]1[c:27]([CH2:28][Br:29])[cH:30][cH:31][cH:32][cH:33]1)([F:34])[F:35]>>[C:1](=[O:2])([O:3][CH2:28][c:27]1[c:26]([C:25]([F:24])([F:34])[F:35])[cH:33][cH:32][cH:31][cH:30]1)[C:4]12[CH2:5][CH2:6][C:7]([NH:12][CH2:13][C:14](=[O:15])[N:16]3[CH:17]([C:22]#[N:23])[CH2:18][CH:19]([F:21])[CH2:20]3)([CH2:8][CH2:9]1)[CH2:10][CH2:11]2. Reaction SMILES: [CH3:1][N:2]([CH3:32])[C:3](=[O:31])[C:4]1[CH:9]=[CH:8][C:7]([O:10][CH2:11][CH2:12][CH2:13][CH:14]2[CH2:22][C:21]3[C:16](=[C:17]([O:29]C)[C:18]([O:27][CH3:28])=[C:19]([O:25][CH3:26])[C:20]=3[O:23]C)[CH2:15]2)=[CH:6][CH:5]=1.N1C(C(O)=O)=CC=CC=1C(O)=O.C1COCC1.O=[N+]([O-])[O-].[O-][N+](=O)[O-].[O-][N+](=O)[O-].[O-][N+](=O)[O-].[O-][N+](=O)[O-].[O-][N+](=O)[O-].[Ce+4].[NH4+].[NH4+]>O>[CH3:32][N:2]([CH3:1])[C:3](=[O:31])[C:4]1[CH:9]=[CH:8][C:7]([O:10][CH2:11][CH2:12][CH2:13][CH:14]2[CH2:22][C:21]3[C:20](=[O:23])[C:19]([O:25][CH3:26])=[C:18]([O:27][CH3:28])[C:17](=[O:29])[C:16]=3[CH2:15]2)=[CH:6][CH:5]=1 |f:3.4.5.6.7.8.9.10.11|. Procedure: To a mixture of N, N-dimethyl-4-[3-(4,5,6,7-tetramethoxyindan-2-yl)propoxy]benzamide (700 mg), 2,6-pyridinedicarboxylic acid (792 mg), THF (14 ml), and water (7 ml) was dropwise added a solution of CAN (3.44 g) in water (7 ml) with cooling with ice. After the reaction mixture was stirred for 15 min, water was added to the reaction mixture, which was extracted with ethyl acetate. The organic layer was washed with water and saturated aqueous sodium chloride, and dried. The solvent was removed in v... The product is CN(C(C1=CC=C(C=C1)OCCCC1CC=2C(C(=C(C(C2C1)=O)OC)OC)=O)=O)C (N,N-Dimethyl-4-[3-(5,6-dimethoxy-4,7-dioxoindan-2-yl)propoxy]benzamide). The solvent is O (water), O (water), O (water). Starting materials: O=[N+]([O-])[O-].[O-][N+]([O-])=O.[O-][N+]([O-])=O.[O-][N+]([O-])=O.[O-][N+]([O-])=O.[O-][N+]([O-])=O.[Ce+4].[NH4+].[NH4+] (CAN), CN(C(C1=CC=C(C=C1)OCCCC1CC2=C(C(=C(C(=C2C1)OC)OC)OC)OC)=O)C (N, N-dimethyl-4-[3-(4,5,6,7-tetramethoxyindan-2-yl)propoxy]benzamide), N1=C(C=CC=C1C(=O)O)C(=O)O (2,6-pyridinedicarboxylic acid), C1CCOC1 (THF). Reaction conditions: time 15 minute. The yield is 67.1%.